From a dataset of the Open Reaction Database (ORD), a public repository of structured organic reaction records. describe an organic reaction: reactants, conditions, products, and yield Starting materials: CuBr, Br (HBr), C(C)OC(=O)C=1SC(=NN1)N (5-amino-[1,3,4]thiadiazole-2-carboxylic acid ethyl ester), N(=O)[O-].[Na+] (sodium nitrite), solution. Run in C(Cl)Cl (CH2Cl2), [O-]S(=O)(=S)[O-].[Na+].[Na+] (Na2S2O3), [O-]S(=O)(=S)[O-].[Na+].[Na+] (Na2S2O3). Reaction conditions: temperature 3 celsius. Product: C(C)OC(=O)C=1SC(=NN1)Br (5-bromo-[1,3,4]thiadiazole-2-carboxylic acid ethyl ester). Yield: 71.0%. RXN SMILES: [BrH:1].[CH2:2]([O:4][C:5]([C:7]1[S:8][C:9](N)=[N:10][N:11]=1)=[O:6])[CH3:3].N([O-])=O.[Na+]>C(Cl)Cl.[O-]S([O-])(=S)=O.[Na+].[Na+]>[CH2:2]([O:4][C:5]([C:7]1[S:8][C:9]([Br:1])=[N:10][N:11]=1)=[O:6])[CH3:3] |f:2.3,5.6.7|. Procedure details: A 500 mL (three neck) round-bottom flask with a stir bar, needle inlet, and a gas outlet to a trap containing a 10% solution of Na2S2O3 was charged with CuBr (1.24 g, 8.67 mmol, 0.1 equiv.) and HBr (48% aqueous solution, 108 mL). The purple solution was cooled to 3° C. (internal, ice bath), to which was added portion-wise a solid mixture of 5-amino-[1,3,4]thiadiazole-2-carboxylic acid ethyl ester (15.0 g, 86.6 mmol) and sodium nitrite (27.0 g, 391.3 mmol, 4.5 equiv.) over the course of 30 min. T...